This data is from the Open Reaction Database (ORD), a public repository of structured organic reaction records. The task is: describe an organic reaction: reactants, conditions, products, and yield Starting materials: C=C(C)C1=NCC(C)[Si](C)(C)O1, CO. Yields the product C=C(C)C(=O)NCC(C)[Si](C)(C)OC. RXN SMILES: [C:1](=[CH2:2])([CH3:3])[C:4]1=[N:5][CH2:6][CH:7]([CH3:12])[Si:8]([CH3:10])([CH3:11])[O:9]1.[CH3:13][OH:14]>>[C:1](=[CH2:2])([CH3:3])[C:4]([NH:5][CH2:6][CH:7]([Si:8]([CH3:10])([CH3:11])[O:14][CH3:13])[CH3:12])=[O:9]. The reactants are CCN(C(C)C)C(C)C (DIPEA), O1CC(C1)OC(OC1=CC=C(C=C1)[N+](=O)[O-])=O (Carbonic acid 4-nitro-phenyl ester oxetan-3-yl ester), COC(NC(C(C)C)C(=O)N1C(CCC1)C1=NC2=C(N1)C1=CC=C(C=C1C=C2)C2=CC1=CC=C(C=C1C=C2)C=2NC(=NC2)C2N(CCC2)C(C(C2=CC=CC=C2)N)=O)=O ((1-{2-[7-(6-{2-[1-(2-Amino-2-phenyl-acetyl)-pyrrolidin-2-yl]-3H-imidazol-4-yl}-naphthalen-2-yl)-1H-naphtho[1,2-d]imidazol-2-yl]-pyrrolidine-1-carbonyl}-2-methyl-propyl)-carbamic acid methyl ester). The solvent is C(C)#N (acetonitrile). Run at time 3 hour. The product is COC(NC(C(C)C)C(=O)N1C(CCC1)C1=NC2=C(N1)C1=CC=C(C=C1C=C2)C2=CC1=CC=C(C=C1C=C2)C=2NC(=NC2)C2N(CCC2)C(C(C2=CC=CC=C2)NC(=O)OC2COC2)=O)=O ([2-Methyl-1-(2-{7-[6-(2-{1-[2-(oxetan-3-yloxycarbonylamino)-2-phenyl-acetyl]-pyrrolidin-2-yl}-3H-imidazol-4-yl)-naphthalen-2-yl]-1H-naphtho[1,2-d]imidazol-2-yl}-pyrrolidine-1-carbonyl)-propyl]-carbamic acid methyl ester). Isolated yield 311.9%. Reaction SMILES: [CH3:1][O:2][C:3](=[O:59])[NH:4][CH:5]([C:9]([N:11]1[CH2:15][CH2:14][CH2:13][CH:12]1[C:16]1[NH:20][C:19]2[C:21]3[C:26]([CH:27]=[CH:28][C:18]=2[N:17]=1)=[CH:25][C:24]([C:29]1[CH:38]=[CH:37][C:36]2[C:31](=[CH:32][CH:33]=[C:34]([C:39]4[NH:40][C:41]([CH:44]5[CH2:48][CH2:47][CH2:46][N:45]5[C:49](=[O:58])[CH:50]([NH2:57])[C:51]5[CH:56]=[CH:55][CH:54]=[CH:53][CH:52]=5)=[N:42][CH:43]=4)[CH:35]=2)[CH:30]=1)=[CH:23][CH:22]=3)=[O:10])[CH:6]([CH3:8])[CH3:7].CCN(C(C)C)C(C)C.[O:69]1[CH2:72][CH:71]([O:73][C:74](=O)[O:75]C2C=CC([N+]([O-])=O)=CC=2)[CH2:70]1>C(#N)C>[CH3:1][O:2][C:3](=[O:59])[NH:4][CH:5]([C:9]([N:11]1[CH2:15][CH2:14][CH2:13][CH:12]1[C:16]1[NH:20][C:19]2[C:21]3[C:26]([CH:27]=[CH:28][C:18]=2[N:17]=1)=[CH:25][C:24]([C:29]1[CH:38]=[CH:37][C:36]2[C:31](=[CH:32][CH:33]=[C:34]([C:39]4[NH:40][C:41]([CH:44]5[CH2:48][CH2:47][CH2:46][N:45]5[C:49](=[O:58])[CH:50]([NH:57][C:74]([O:73][CH:71]5[CH2:72][O:69][CH2:70]5)=[O:75])[C:51]5[CH:56]=[CH:55][CH:54]=[CH:53][CH:52]=5)=[N:42][CH:43]=4)[CH:35]=2)[CH:30]=1)=[CH:23][CH:22]=3)=[O:10])[CH:6]([CH3:8])[CH3:7]. Reported procedure: (1-{2-[7-(6-{2-[1-(2-Amino-2-phenyl-acetyl)-pyrrolidin-2-yl]-3H-imidazol-4-yl}-naphthalen-2-yl)-1H-naphtho[1,2-d]imidazol-2-yl]-pyrrolidine-1-carbonyl}-2-methyl-propyl)-carbamic acid methyl ester (0.200 g, 0.22 mmol) was dissolved in acetonitrile (2.2 mL). DIPEA (0.155 mL, 0.8905 mmol) and Carbonic acid 4-nitro-phenyl ester oxetan-3-yl ester (0.059 g, 0.244 mmol) was added, and the solution was allowed to stir for about three hours. Upon completion, the crude product was purified by reverse phas... Reactants: C(C)(C)(C)C1=C(C=CC(=C1)C(C)(C)C)O (2,4-di-tert-butylphenol), [H-].[Na+] (sodium hydride), C(C)(C)(C)C1=C(C=CC(=C1)C(C)(C)C)O (2,4-di-tert-butylphenol), O (water), C1(=CC=C(C=C1)S(=O)(=O)Cl)C (p-toluenesulfonyl chloride). The solvent is CCOCC (ether), C1(=CC=CC=C1)C (toluene), CCOCC (ether). Reaction conditions: temperature 5 celsius, time 30 minute. Yields the product C1(=CC=C(C=C1)S(=O)(=O)OC1=C(C=C(C=C1)C(C)(C)C)C(C)(C)C)C (2,4-di-tert-butylphenyl p-toluenesulfonate). Yield: 37.8%. As a reaction SMILES: [H-].[Na+].[C:3]([C:7]1[CH:12]=[C:11]([C:13]([CH3:16])([CH3:15])[CH3:14])[CH:10]=[CH:9][C:8]=1[OH:17])([CH3:6])([CH3:5])[CH3:4].[C:18]1([CH3:28])[CH:23]=[CH:22][C:21]([S:24](Cl)(=[O:26])=[O:25])=[CH:20][CH:19]=1.O>CCOCC.C1(C)C=CC=CC=1>[C:18]1([CH3:28])[CH:23]=[CH:22][C:21]([S:24]([O:17][C:8]2[CH:9]=[CH:10][C:11]([C:13]([CH3:16])([CH3:15])[CH3:14])=[CH:12][C:7]=2[C:3]([CH3:6])([CH3:5])[CH3:4])(=[O:26])=[O:25])=[CH:20][CH:19]=1 |f:0.1|. Procedure details: 1.02 g (0.026 mol) of 60% oil-dispersed sodium hydride were dissolved in 20 mL of ether and cooled to 5° C. 20 mL of an ether solution containing 5.00 g (0.024 mol) of 2,4-di-tert-butylphenol were dropped in over the course of 15 minutes at 5° C. and stirred for 30 minutes followed by dropping in 20 mL of a toluene solution containing 4.16 g (0.022 mol) of p-toluenesulfonyl chloride over the course of 20 minutes, stirring for 30 minutes at 25° C. and confirming the 2,4-di-tert-butylphenol to no ... The reactants are NC1=NC=C(C=N1)B1OC(C)(C)C(C)(C)O1 (2-aminopyrimidine-5-boronic acid pinacol ester), C(=O)([O-])[O-].[Na+].[Na+] (Na2CO3), BrC1=CC2=C(N(C(=N2)C2=C(C=CC=C2)C2=NN(C(=N2)C)C)C(C)(C)C)C=C1 (5-bromo-1-tert-butyl-2-[2-(1,5-dimethyl-1H-[1,2,4]triazol-3-yl)-phenyl]-1H-benzimidazole). The reagents and catalysts are C=1C=CC(=CC1)[P](C=2C=CC=CC2)(C=3C=CC=CC3)[Pd]([P](C=4C=CC=CC4)(C=5C=CC=CC5)C=6C=CC=CC6)([P](C=7C=CC=CC7)(C=8C=CC=CC8)C=9C=CC=CC9)[P](C=1C=CC=CC1)(C=1C=CC=CC1)C=1C=CC=CC1 (tetrakis(triphenylphosphine)palladium(0)). The solvent is CCOC(=O)C (EtOAc), CN(C)C=O (DMF). Run at temperature 110 celsius. Product: C(C)(C)(C)N1C(=NC2=C1C=CC(=C2)C=2C=NC(=NC2)N)C2=C(C=CC=C2)C2=NN(C(=N2)C)C (5-{1-tert-Butyl-2-[2-(1,5-dimethyl-1H-[1,2,4]triazol-3-yl)-phenyl]-1H-benzimidazol-5-yl}-pyrimidin-2-ylamine). The yield is 76.0%. Reaction SMILES: Br[C:2]1[CH:27]=[CH:26][C:5]2[N:6]([C:22]([CH3:25])([CH3:24])[CH3:23])[C:7]([C:9]3[CH:14]=[CH:13][CH:12]=[CH:11][C:10]=3[C:15]3[N:19]=[C:18]([CH3:20])[N:17]([CH3:21])[N:16]=3)=[N:8][C:4]=2[CH:3]=1.[NH2:28][C:29]1[N:34]=[CH:33][C:32](B2OC(C)(C)C(C)(C)O2)=[CH:31][N:30]=1.C([O-])([O-])=O.[Na+].[Na+]>CN(C=O)C.CCOC(C)=O.C1C=CC([P]([Pd]([P](C2C=CC=CC=2)(C2C=CC=CC=2)C2C=CC=CC=2)([P](C2C=CC=CC=2)(C2C=CC=CC=2)C2C=CC=CC=2)[P](C2C=CC=CC=2)(C2C=CC=CC=2)C2C=CC=CC=2)(C2C=CC=CC=2)C2C=CC=CC=2)=CC=1>[C:22]([N:6]1[C:5]2[CH:26]=[CH:27][C:2]([C:32]3[CH:33]=[N:34][C:29]([NH2:28])=[N:30][CH:31]=3)=[CH:3][C:4]=2[N:8]=[C:7]1[C:9]1[CH:14]=[CH:13][CH:12]=[CH:11][C:10]=1[C:15]1[N:19]=[C:18]([CH3:20])[N:17]([CH3:21])[N:16]=1)([CH3:25])([CH3:24])[CH3:23] |f:2.3.4,^1:64,66,85,104|. Reported procedure: To a sealed vial is added 5-bromo-1-tert-butyl-2-[2-(1,5-dimethyl-1H-[1,2,4]triazol-3-yl)-phenyl]-1H-benzimidazole (38 mg, 0.09 mmol) in DMF (2 mL), followed by the addition of 2-aminopyrimidine-5-boronic acid pinacol ester (24 mg, 0.109 mmol), tetrakis(triphenylphosphine)palladium(0) (11 mg, 0.01 mmol) and 2 M aqueous Na2CO3 (0.2 mL, 0.4 mmol). The reaction mixture is heated under Argon at 110° C. for 3 hours. The residue is diluted with EtOAc (20 mL), washed with brine, dried under anhydrous N... Starting materials: Cl (hydrochloric acid), C1(=CC=CC=C1)N(N)C(=O)C1CCC1 (cyclobutanecarboxylic acid N-phenylhydrazide), [H-].[Ca+2].[H-] (calcium hydride), [OH-].[Na+] (sodium hydroxide), [H][H] (hydrogen). Solvent: CO (methanol), O (water). Reaction conditions: temperature 230 celsius, time 30 minute. Yields the product N1C(C2(C3=CC=CC=C13)CCC2)=O (spiro[cyclobutan-1,3′-indolin]-2′-one). RXN SMILES: [C:1]1([N:7]([C:9]([CH:11]2[CH2:14][CH2:13][CH2:12]2)=[O:10])N)[CH:6]=[CH:5][CH:4]=[CH:3][CH:2]=1.[H-].[Ca+2].[H-].[H][H].Cl.[OH-].[Na+]>CO.O>[NH:7]1[C:1]2[C:6](=[CH:5][CH:4]=[CH:3][CH:2]=2)[C:11]2([CH2:14][CH2:13][CH2:12]2)[C:9]1=[O:10] |f:1.2.3,6.7|. Procedure details: Under a nitrogen atmosphere 1.50 g (7.89 mmol) cyclobutanecarboxylic acid N-phenylhydrazide and 530 mg (12.6 mmol) calcium hydride were mixed thoroughly and heated to 230° C. The mixture was stirred for 30 min at 230° C. and then cooled to RT again. The reaction mixture was carefully mixed with a solution of 7 mL water and 16 mL methanol. It was stirred for 1 h until no more hydrogen was released. Then the pH was adjusted to 1 with concentrated hydrochloric acid solution and the mixture was stir... Starting materials: O=C([O-])[O-], C1COCCO1, CSc1nc(C)nc(Cl)n1, [Na+], [Na+], OB(O)c1cc(C2OCCO2)cnc1F, O, c1ccc(P(c2ccccc2)(c2ccccc2)[Pd](P(c2ccccc2)(c2ccccc2)c2ccccc2)(P(c2ccccc2)(c2ccccc2)c2ccccc2)P(c2ccccc2)(c2ccccc2)c2ccccc2)cc1. Product: CSc1nc(C)nc(-c2cc(C3OCCO3)cnc2F)n1. RXN SMILES: [C:32](=[O:33])([O-:34])[O-:35].[CH2:1]1[O:2][CH2:3][CH2:4][O:5][CH2:6]1.[Cl:22][c:23]1[n:24][c:25]([S:30][CH3:31])[n:26][c:27]([CH3:29])[n:28]1.[Na+:36].[Na+:37].[O:7]1[CH:8]([c:12]2[cH:13][c:14]([B:19]([OH:20])[OH:21])[c:15]([F:18])[n:16][cH:17]2)[O:9][CH2:10][CH2:11]1.[OH2:115].[cH:38]1[cH:39][cH:40][c:41]([P:42]([Pd:43]([P:44]([c:45]2[cH:46][cH:47][cH:48][cH:49][cH:50]2)([c:51]2[cH:52][cH:53][cH:54][cH:55][cH:56]2)[c:57]2[cH:58][cH:59][cH:60][cH:61][cH:62]2)([P:63]([c:64]2[cH:65][cH:66][cH:67][cH:68][cH:69]2)([c:70]2[cH:71][cH:72][cH:73][cH:74][cH:75]2)[c:76]2[cH:77][cH:78][cH:79][cH:80][cH:81]2)[P:82]([c:83]2[cH:84][cH:85][cH:86][cH:87][cH:88]2)([c:89]2[cH:90][cH:91][cH:92][cH:93][cH:94]2)[c:95]2[cH:96][cH:97][cH:98][cH:99][cH:100]2)([c:101]2[cH:102][cH:103][cH:104][cH:105][cH:106]2)[c:107]2[cH:108][cH:109][cH:110][cH:111][cH:112]2)[cH:113][cH:114]1>>[O:7]1[CH:8]([c:12]2[cH:13][c:14](-[c:23]3[n:24][c:25]([S:30][CH3:31])[n:26][c:27]([CH3:29])[n:28]3)[c:15]([F:18])[n:16][cH:17]2)[O:9][CH2:10][CH2:11]1. The reactants are CCO, CCOC(=O)C1CC(=O)c2ccccc2O1, [OH-]. Product: O=C1CC(C(=O)O)Oc2ccccc21. RXN SMILES: [CH3:18][CH2:19][OH:20].[O:1]=[C:2]1[CH2:3][CH:4]([C:12](=[O:13])[O:14][CH2:15][CH3:16])[O:5][c:6]2[cH:7][cH:8][cH:9][cH:10][c:11]21.[OH-:17]>>[O:1]=[C:2]1[CH2:3][CH:4]([C:12](=[O:13])[OH:14])[O:5][c:6]2[cH:7][cH:8][cH:9][cH:10][c:11]21. Starting materials: C(CCC)OCCOC1=CC=C(C=C1)C=1C=CC2=C(C=C(CCN2CCCOC)C(=O)O)C1 (7-[4-(2-butoxyethoxy)phenyl]-1-(3-methoxypropyl)-2,3-dihydro-1H-1-benzazepine-4-carboxylic acid), S(=O)(Cl)Cl (thionyl chloride), CN(C)C=O (DMF). Run in C1CCOC1 (THF). Run at time 1 hour. Yields the product C(CCC)OCCOC1=CC=C(C=C1)C=1C=CC2=C(C=C(CCN2CCCOC)C(=O)NC2=CC=C(C=C2)CN(C2CCOCC2)C)C1 (7-[4-(2-butoxyethoxy)phenyl]-1-(3-methoxypropyl)-N-[4-[[N-methyl-N-(tetrahydropyran-4-yl)amino]methyl]phenyl]-2,3-dihydro-1H-1-benzazepine-4-carboxamide). RXN SMILES: [CH2:1]([O:5][CH2:6][CH2:7][O:8][C:9]1[CH:14]=[CH:13][C:12]([C:15]2[CH:16]=[CH:17][C:18]3[N:24]([CH2:25][CH2:26][CH2:27][O:28][CH3:29])[CH2:23][CH2:22][C:21]([C:30](O)=[O:31])=[CH:20][C:19]=3[CH:33]=2)=[CH:11][CH:10]=1)[CH2:2][CH2:3][CH3:4].S(Cl)(Cl)=O.[CH3:38][N:39]([CH:41]=O)[CH3:40]>C1COCC1>[CH2:1]([O:5][CH2:6][CH2:7][O:8][C:9]1[CH:14]=[CH:13][C:12]([C:15]2[CH:16]=[CH:17][C:18]3[N:24]([CH2:25][CH2:26][CH2:27][O:28][CH3:29])[CH2:23][CH2:22][C:21]([C:30]([NH:24][C:18]4[CH:19]=[CH:33][C:15]([CH2:41][N:39]([CH3:38])[CH:40]5[CH2:7][CH2:6][O:5][CH2:1][CH2:2]5)=[CH:16][CH:17]=4)=[O:31])=[CH:20][C:19]=3[CH:33]=2)=[CH:11][CH:10]=1)[CH2:2][CH2:3][CH3:4]. Procedure details: To a solution of 7-[4-(2-butoxyethoxy)phenyl]-1-(3-methoxypropyl)-2,3-dihydro-1H-1-benzazepine-4-carboxylic acid (200 mg) in THF (10 ml) were added thionyl chloride (0.064 ml) and DMF (one droplet) at room temperature, and the mixture was stirred for 1 hour. The solvent was evaporated under reduced pressure, and the resulting residue was dissolved in THF (15 ml), which was added dropwise to a solution of 4-[[N-methyl-N-(tetrahydropyran-4-yl)amino]methyl]aniline (107 mg) and triethylamine (0.37 m... Reactants: BrCC1=CC=C(C=C1)CO[Si](C)(C)C(C)(C)C (4-(bromomethyl)-1-(tert-butyldimethylsilyloxymethyl)benzene), C1(=CC=CC=C1)CC#N (phenylacetonitrile), CN(C)P(=O)(N(C)C)N(C)C (HMPA), C[Si](C)(C)[N-][Si](C)(C)C.[Li+] (lithium bis(trimethylsilyl)amide). Run in C1CCOC1 (THF), C1CCOC1 (THF), C1CCOC1 (THF). Reaction conditions: temperature -78 celsius, time 1.5 hour. Product: [Si](C)(C)(C(C)(C)C)OCC1=CC=C(C=C1)CC(C#N)C1=CC=CC=C1 (3-[4-(tert-butyldimethylsilyloxymethyl)phenyl]-2-phenylpropanonitrile). Yield: 67.3%. RXN SMILES: [C:1]1([CH2:7][C:8]#[N:9])[CH:6]=[CH:5][CH:4]=[CH:3][CH:2]=1.CN(P(N(C)C)(N(C)C)=O)C.C[Si]([N-][Si](C)(C)C)(C)C.[Li+].Br[CH2:32][C:33]1[CH:38]=[CH:37][C:36]([CH2:39][O:40][Si:41]([C:44]([CH3:47])([CH3:46])[CH3:45])([CH3:43])[CH3:42])=[CH:35][CH:34]=1>C1COCC1>[Si:41]([O:40][CH2:39][C:36]1[CH:35]=[CH:34][C:33]([CH2:32][CH:7]([C:1]2[CH:6]=[CH:5][CH:4]=[CH:3][CH:2]=2)[C:8]#[N:9])=[CH:38][CH:37]=1)([C:44]([CH3:47])([CH3:46])[CH3:45])([CH3:42])[CH3:43] |f:2.3|. Procedure: A solution of phenylacetonitrile (1.5 mL, 12.7 mmol) in THF (40 mL) containing HMPA (11 mL, 63.4 mmol) was cooled to -78° C. and treated with 16 mL (16 mmol) of a 1.0M THF solution of lithium bis(trimethylsilyl)amide dropwise while the temperature was maintained at -78° C. The reaction was stirred at -78° C. for 1.5 hours, and a solution of the product of Step B (2.00 g, 6.34 mmol) in THF (8 mL) was added dropwise with the temperature maintained below -70° C. The reaction temperature was maintai... Reactants: CS(C)=O, COc1cc([N+](=O)[O-])ccc1C(=O)O, O=[N+]([O-])O, O, O=S(=O)(O)O. Product: COc1c(C(=O)O)ccc([N+](=O)[O-])c1[N+](=O)[O-]. As a reaction SMILES: [CH3:25][S:26]([CH3:27])=[O:28].[N+:1](=[O:2])([O-:3])[c:4]1[cH:5][c:6]([O:13][CH3:14])[c:7]([C:8](=[O:9])[OH:10])[cH:11][cH:12]1.[N+:20](=[O:21])([OH:22])[O-:23].[OH2:24].[S:15](=[O:16])(=[O:17])([OH:18])[OH:19]>>[N+:1](=[O:2])([O-:3])[c:4]1[c:5]([N+:20](=[O:21])[O-:22])[c:6]([O:13][CH3:14])[c:7]([C:8](=[O:9])[OH:10])[cH:11][cH:12]1.